Dataset: the Open Reaction Database (ORD), a public repository of structured organic reaction records. Task: describe an organic reaction: reactants, conditions, products, and yield Reactants: ClC1=CC=C(S1)S(=O)(=O)Cl (5-chloro-thiophene-2-sulfonyl chloride), NC(CO)(C)C (2-amino-2-methyl-1-propanol). The product is OCC(C)(C)NS(=O)(=O)C=1SC(=CC1)Cl (5-Chloro-thiophene-2-sulfonic acid (2-hydroxy-1,1-dimethyl-ethyl)-amide). Yield: 77.2%. RXN SMILES: [Cl:1][C:2]1[S:6][C:5]([S:7](Cl)(=[O:9])=[O:8])=[CH:4][CH:3]=1.[NH2:11][C:12]([CH3:16])([CH3:15])[CH2:13][OH:14]>>[OH:14][CH2:13][C:12]([NH:11][S:7]([C:5]1[S:6][C:2]([Cl:1])=[CH:3][CH:4]=1)(=[O:9])=[O:8])([CH3:16])[CH3:15]. Procedure: Prepared by general procedure III from commercially available 5-chloro-thiophene-2-sulfonyl chloride (1.0 g, 4.61 mmol) and 2-amino-2-methyl-1-propanol (1.23 g, 13.8 mmol) to give the title compound (0.96 g, 77%) as a white solid. MS (ISN) 268.1 [(M−H)−], mp 112° C. The reactants are CC#N, O=C=NS(=O)(=O)Cl, Cc1ccc(-c2ccc(S(C)(=O)=O)cc2)n1-c1ccc(F)cc1, CN(C)C=O. Product: Cc1c(C#N)cc(-c2ccc(S(C)(=O)=O)cc2)n1-c1ccc(F)cc1. RXN SMILES: [CH3:36][C:37]#[N:38].[Cl:24][S:25](=[O:27])([N:28]=[C:29]=[O:26])=[O:30].[F:1][c:2]1[cH:3][cH:4][c:5](-[n:8]2[c:9]([CH3:23])[cH:10][cH:11][c:12]2-[c:13]2[cH:14][cH:15][c:16]([S:19](=[O:20])(=[O:21])[CH3:22])[cH:17][cH:18]2)[cH:6][cH:7]1.[O:31]=[CH:32][N:33]([CH3:34])[CH3:35]>>[F:1][c:2]1[cH:3][cH:4][c:5](-[n:8]2[c:9]([CH3:23])[c:10]([C:29]#[N:28])[cH:11][c:12]2-[c:13]2[cH:14][cH:15][c:16]([S:19](=[O:20])(=[O:21])[CH3:22])[cH:17][cH:18]2)[cH:6][cH:7]1. Reported procedure: 50 g (0.166 moles) of sodium 2-[(2,6-dichlorophenyl)amino]phenylacetate were dissolved in 200 ml of N,N'-dimethylformamide under heating to 50° C., and 41.620 g (0.181 moles) of benzyl bromoacetate were added thereto. Under these conditions stirring was continued for 3 hours. Upon completion of the reaction, the solvent was removed at reduced pressure and the sodium salts were precipitated with addition of 400 ml of ether. The solution was then filtered and the ether phase was washed three times... Run at temperature 50 celsius, time 3 hour. Run in CN(C)C=O (N,N'-dimethylformamide). The yield is 61.0%. The product is 45.28, C(C)(=O)OOC(CC1=C(C=CC=C1)NC1=C(C=CC=C1Cl)Cl)=O (2-[(2,6-dichlorophenyl)amino]phenylacetoxy acetate). Reactants: ClC1=C(C(=CC=C1)Cl)NC1=C(C=CC=C1)CC(=O)[O-].[Na+] (sodium 2-[(2,6-dichlorophenyl)amino]phenylacetate), BrCC(=O)OCC1=CC=CC=C1 (benzyl bromoacetate). As a reaction SMILES: [Cl:1][C:2]1[CH:7]=[CH:6][CH:5]=[C:4]([Cl:8])[C:3]=1[NH:9][C:10]1[CH:15]=[CH:14][CH:13]=[CH:12][C:11]=1[CH2:16][C:17]([O-:19])=[O:18].[Na+].Br[CH2:22][C:23]([O:25]CC1C=CC=CC=1)=[O:24]>CN(C=O)C>[C:23]([O:25][O:18][C:17](=[O:19])[CH2:16][C:11]1[CH:12]=[CH:13][CH:14]=[CH:15][C:10]=1[NH:9][C:3]1[C:2]([Cl:1])=[CH:7][CH:6]=[CH:5][C:4]=1[Cl:8])(=[O:24])[CH3:22] |f:0.1|. Reactants: Brc1cccc(Br)n1, C1COCCO1, COc1ccc(CN)cc1, CCN(C(C)C)C(C)C. The product is COc1ccc(CNc2cccc(Br)n2)cc1. As a reaction SMILES: [Br:1][c:2]1[n:3][c:4]([Br:8])[cH:5][cH:6][cH:7]1.[CH2:28]1[O:29][CH2:30][CH2:31][O:32][CH2:33]1.[CH3:9][O:10][c:11]1[cH:12][cH:13][c:14]([CH2:15][NH2:16])[cH:17][cH:18]1.[CH:19]([N:20]([CH:21]([CH3:22])[CH3:23])[CH2:24][CH3:25])([CH3:26])[CH3:27]>>[c:2]1([NH:16][CH2:15][c:14]2[cH:13][cH:12][c:11]([O:10][CH3:9])[cH:18][cH:17]2)[n:3][c:4]([Br:8])[cH:5][cH:6][cH:7]1. Reactants: O[C@]1(CC[C@H]2[C@@H]3CCC4=CC(CCC4=C3[C@H](C[C@]12C)C1=CC=C(C=C1)C(C)O)=O)C(C(F)(F)F)(F)F ((8S,11R,13S,14S,17S)-17-hydroxy-11-[4-((RS)-1-hydroxyethyl)phenyl]-13-methyl-17-pentafluoroethyl-1,2,6,7,8,11,12,13,14,15,16,17-dodecahydrocyclopenta[a]phenanthren-3-one), BrCC=1C=CC2=C(N=C(S2)C)C1 (5-bromomethyl-2-methylbenzothiazole). Yields the product O[C@]1(CC[C@H]2[C@@H]3CCC4=CC(CCC4=C3[C@H](C[C@]12C)C1=CC=C(C=C1)C(C)OCC=1C=CC2=C(N=C(S2)C)C1)=O)C(C(F)(F)F)(F)F ((8S,11R,13S,14S,17S)-17-hydroxy-13-methyl-11-{4-[(RS)-1-(2-methylbenzothiazol-5-ylmethoxy)ethyl]phenyl}-17-pentafluoroethyl-1,2,6,7,8,11,12,13,14,15,16,17-dodecahydro-cyclopenta[a]phenanthren-3-one). Yield: 24.0%. RXN SMILES: [OH:1][C@:2]1([C:30]([F:36])([F:35])[C:31]([F:34])([F:33])[F:32])[C@:18]2([CH3:19])[C@H:5]([C@H:6]3[C:15]([C@@H:16]([C:20]4[CH:25]=[CH:24][C:23]([CH:26]([OH:28])[CH3:27])=[CH:22][CH:21]=4)[CH2:17]2)=[C:14]2[C:9](=[CH:10][C:11](=[O:29])[CH2:12][CH2:13]2)[CH2:8][CH2:7]3)[CH2:4][CH2:3]1.Br[CH2:38][C:39]1[CH:40]=[CH:41][C:42]2[S:46][C:45]([CH3:47])=[N:44][C:43]=2[CH:48]=1>>[OH:1][C@:2]1([C:30]([F:35])([F:36])[C:31]([F:32])([F:33])[F:34])[C@:18]2([CH3:19])[C@H:5]([C@H:6]3[C:15]([C@@H:16]([C:20]4[CH:21]=[CH:22][C:23]([CH:26]([O:28][CH2:38][C:39]5[CH:40]=[CH:41][C:42]6[S:46][C:45]([CH3:47])=[N:44][C:43]=6[CH:48]=5)[CH3:27])=[CH:24][CH:25]=4)[CH2:17]2)=[C:14]2[C:9](=[CH:10][C:11](=[O:29])[CH2:12][CH2:13]2)[CH2:8][CH2:7]3)[CH2:4][CH2:3]1. Procedure: In analogy to Example 2, 500 mg (0.98 mmol) of (8S,11R,13S,14S,17S)-17-hydroxy-11-[4-((RS)-1-hydroxyethyl)phenyl]-13-methyl-17-pentafluoroethyl-1,2,6,7,8,11,12,13,14,15,16,17-dodecahydrocyclopenta[a]phenanthren-3-one were converted using 5-bromomethyl-2-methylbenzothiazole and, after workup and purification, 157 mg (24%) of the title compound were isolated as a colourless foam. Starting materials: NC1=CC2=C(CCN(CC2)CCO)C=C1OC (2-(7-Amino-8-methoxy-1,2,4,5-tetrahydro-3-benzazepin-3-yl)-ethanol), ClC=1C=CC(=C(C1)S(=O)(=O)N(C)C)NC1=NC(=NC=C1Cl)Cl (5-Chloro-2-(2,5-dichloro-pyrimidin-4-ylamino)-N,N-dimethyl-benzenesulfonamide). Yields the product ClC=1C=CC(=C(C1)S(=O)(=O)N(C)C)NC1=NC(=NC=C1Cl)NC1=CC2=C(CCN(CC2)CCO)C=C1OC (5-Chloro-2-{5-chloro-2-[3-(2-hydroxy-ethyl)-8-methoxy-2,3,4,5-tetrahydro-1H-benzo[d]azepin-7-ylamino]-pyrimidin-4-ylamino}-N,N-dimethyl-benzenesulfonamide), foam. Yield: 48.0%. Reaction SMILES: [NH2:1][C:2]1[C:15]([O:16][CH3:17])=[CH:14][C:5]2[CH2:6][CH2:7][N:8]([CH2:11][CH2:12][OH:13])[CH2:9][CH2:10][C:4]=2[CH:3]=1.[Cl:18][C:19]1[CH:20]=[CH:21][C:22]([NH:31][C:32]2[C:37]([Cl:38])=[CH:36][N:35]=[C:34](Cl)[N:33]=2)=[C:23]([S:25]([N:28]([CH3:30])[CH3:29])(=[O:27])=[O:26])[CH:24]=1>>[Cl:18][C:19]1[CH:20]=[CH:21][C:22]([NH:31][C:32]2[C:37]([Cl:38])=[CH:36][N:35]=[C:34]([NH:1][C:2]3[C:15]([O:16][CH3:17])=[CH:14][C:5]4[CH2:6][CH2:7][N:8]([CH2:11][CH2:12][OH:13])[CH2:9][CH2:10][C:4]=4[CH:3]=3)[N:33]=2)=[C:23]([S:25]([N:28]([CH3:30])[CH3:29])(=[O:26])=[O:27])[CH:24]=1. Procedure details: The title compound was prepared from 2-(7-Amino-8-methoxy-1,2,4,5-tetrahydro-3-benzazepin-3-yl)-ethanol and 5-Chloro-2-(2,5-dichloro-pyrimidin-4-ylamino)-N,N-dimethyl-benzenesulfonamide in an analogous manner to Example 61e. Product isolated as a tan foam (0.058 g, 48%). MP: 194-199° C. 1HNMR (400 MHz, CDCl3, δ, ppm): 9.22 (s, 1H), 8.47 (d, 1H, J=8.8 Hz), 8.15 (s, 1H), 7.95 (s, 1H), 7.87-7.85 (m, 1H), 7.53-7.47 (m, 2H), 6.66 (s, 1H), 3.88 (s, 3H), 3.67-3.62 (m, 2H), 2.91-2.86 (m, 2H), 2.77 (s, 6...